Task: describe an organic reaction: reactants, conditions, products, and yield. Dataset: the Open Reaction Database (ORD), a public repository of structured organic reaction records Reactants: C(C1=CC=CC=C1)OCCO (2-(benzyloxy)ethanol), CC(C)(C)[O-].[K+] (t-BuOK), BrCC(=O)OC(C)(C)C (t-butyl bromoacetate). Solvent: CC(C)(C)O (t-BuOH). Run at time 2.5 hour. Yields the product C(CCC)OC(COCCOCC1=CC=CC=C1)=O (butyl[2-(benzyloxy)ethoxy]acetate). Yield: 58.8%. RXN SMILES: [CH2:1]([O:8][CH2:9][CH2:10][OH:11])[C:2]1[CH:7]=[CH:6][CH:5]=[CH:4][CH:3]=1.[CH3:12][C:13]([O-])(C)C.[K+].Br[CH2:19][C:20]([O:22][C:23]([CH3:26])(C)C)=[O:21]>CC(O)(C)C>[CH2:23]([O:22][C:20](=[O:21])[CH2:19][O:11][CH2:10][CH2:9][O:8][CH2:1][C:2]1[CH:7]=[CH:6][CH:5]=[CH:4][CH:3]=1)[CH2:26][CH2:12][CH3:13] |f:1.2|. Reported procedure: To a stirred solution of 2-(benzyloxy)ethanol 8 (1.7 g, 11.17 mmol) in t-BuOH (25 ml) was added at room temperature t-BuOK (1.38 g, 12.29 mmol). Mixture was stirred at room temperature for 2.5 hrs. t-butyl bromoacetate (2.7 ml, 20.11 mmol) was then added while mixture was cooled with a water bath. Mixture was stirred overnight at room temperature and concentrated. Water was added and aqueous layer was extracted with dichloromethane. Combined organic layers were dried over MgSO4, filtered and con... Procedure details: 2.5 Grams of 8-bromo-5-(2-hydroxy-3-piperazinylpropoxy)-3,4-dihydrocarbostyril, 2.0 g of o-bromoanisole and 2.0 g of triethylamine are mixed with 30 ml of dimethylformamide. The reaction mixture thus obtained is heated under a stream of argon gas at 120° to 130° C. for 5 hours. The reaction mixture is concentrated under a reduced pressure and to the residue thus obtained is added 30 ml of 5% NaHCO3 aqueous solution, and the organic layer is extracted with chloroform. Chloroform is removed by dis... The reactants are BrC=1C=CC(=C2CCC(NC12)=O)OCC(CN1CCNCC1)O (8-bromo-5-(2-hydroxy-3-piperazinylpropoxy)-3,4-dihydrocarbostyril), BrC1=C(C=CC=C1)OC (o-bromoanisole), Cl (hydrochloric acid), C(=O)(O)[O-].[Na+] (NaHCO3). Reaction SMILES: [Br:1][C:2]1[CH:3]=[CH:4][C:5]([O:13][CH2:14][CH:15]([OH:23])[CH2:16][N:17]2[CH2:22][CH2:21][NH:20][CH2:19][CH2:18]2)=[C:6]2[C:11]=1[NH:10][C:9](=[O:12])[CH2:8][CH2:7]2.Br[C:25]1[CH:30]=[CH:29][CH:28]=[CH:27][C:26]=1[O:31][CH3:32].C([O-])(O)=O.[Na+].[ClH:38]>C(O)C.CN(C)C=O.C(N(CC)CC)C>[ClH:38].[ClH:38].[Br:1][C:2]1[CH:3]=[CH:4][C:5]([O:13][CH2:14][CH:15]([OH:23])[CH2:16][N:17]2[CH2:18][CH2:19][N:20]([C:25]3[CH:30]=[CH:29][CH:28]=[CH:27][C:26]=3[O:31][CH3:32])[CH2:21][CH2:22]2)=[C:6]2[C:11]=1[NH:10][C:9](=[O:12])[CH2:8][CH2:7]2 |f:2.3,8.9.10|. Product: Cl.Cl.BrC=1C=CC(=C2CCC(NC12)=O)OCC(CN1CCN(CC1)C1=C(C=CC=C1)OC)O (8-bromo-5-{2-hydroxy-3-[4-(2-methoxyphenyl)piperazinyl]propoxy}-3,4-dihydrocarbostyril.dihydrochloride). The solvent is CN(C=O)C (dimethylformamide), C(C)N(CC)CC (triethylamine), C(C)O (ethanol). RXN SMILES: [CH3:17][C:18]([CH2:19][CH2:20][OH:21])=[CH2:22].[CH3:1][C:2]1([CH:3]=[CH:4][CH2:5][CH3:6])[C:7]([CH3:8])=[CH:9][CH:10]=[C:11]([S:12](=[O:13])(=[O:14])[O-:15])[CH2:16]1.[CH3:35][N:36]([CH3:37])[CH:38]=[O:39].[Cl:24][c:25]1[c:26]([OH:34])[cH:27][cH:28][c:29]([N+:31](=[O:32])[O-:33])[cH:30]1.[Na:23]>>[CH3:17][C:18]([CH2:19][CH2:20][O:21][c:26]1[c:25]([Cl:24])[cH:30][c:29]([N+:31](=[O:32])[O-:33])[cH:28][cH:27]1)=[CH2:22]. The product is C=C(C)CCOc1ccc([N+](=O)[O-])cc1Cl. The reactants are C=C(C)CCO, CCC=CC1(C)CC(S(=O)(=O)[O-])=CC=C1C, CN(C)C=O, O=[N+]([O-])c1ccc(O)c(Cl)c1, [Na]. Starting materials: FC1=CC=C(OC2=CC(=C(OCCC=3NC4=CC=C(C=C4C3)CC(=O)[O-])C=C2)CCC)C=C1 (2-(2-(4-(4-fluorophenoxy)-2-propylphenoxy)-ethyl)-indole-5-acetate). The solvent is CO (MeOH), [Li+].[OH-] (LiOH). Product: FC1=CC=C(OC2=CC(=C(OCCC=3NC4=CC=C(C=C4C3)CC(=O)O)C=C2)CCC)C=C1 (2-(2-(4-(4-fluorophenoxy)-2-propylphenoxy)ethyl)-indole-5-acetic Acid). Reaction SMILES: [F:1][C:2]1[CH:33]=[CH:32][C:5]([O:6][C:7]2[CH:28]=[CH:27][C:10]([O:11][CH2:12][CH2:13][C:14]3[NH:15][C:16]4[C:21]([CH:22]=3)=[CH:20][C:19]([CH2:23][C:24]([O-:26])=[O:25])=[CH:18][CH:17]=4)=[C:9]([CH2:29][CH2:30][CH3:31])[CH:8]=2)=[CH:4][CH:3]=1>CO.[Li+].[OH-]>[F:1][C:2]1[CH:33]=[CH:32][C:5]([O:6][C:7]2[CH:28]=[CH:27][C:10]([O:11][CH2:12][CH2:13][C:14]3[NH:15][C:16]4[C:21]([CH:22]=3)=[CH:20][C:19]([CH2:23][C:24]([OH:26])=[O:25])=[CH:18][CH:17]=4)=[C:9]([CH2:29][CH2:30][CH3:31])[CH:8]=2)=[CH:4][CH:3]=1 |f:2.3|. Procedure: A solution of 2-(2-(4-(4-fluorophenoxy)-2-propylphenoxy)-ethyl)-indole-5-acetate (mg, mmol) in MeOH (mL) and LiOH (mL) was heated at reflux for 3 hours. The mixture was acidified to pH 6 with 1 N HCL and extracted with ethyl acetate. The organic layer was dried over sodium sulfate, filtered and concentrated to afford the title compound. Reactants: OCC=C(c1ccccc1)c1ccc(Br)cc1, CCCCP(CCCC)CCCC, C1CCOC1, COC(=O)Cc1ccc(O)cc1. Yields the product COC(=O)Cc1ccc(OCC=C(c2ccccc2)c2ccc(Br)cc2)cc1. Reaction SMILES: [Br:26][c:27]1[cH:28][cH:29][c:30]([C:33](=[CH:34][CH2:35][OH:36])[c:37]2[cH:38][cH:39][cH:40][cH:41][cH:42]2)[cH:31][cH:32]1.[CH2:1]([P:2]([CH2:3][CH2:4][CH2:5][CH3:6])[CH2:7][CH2:8][CH2:9][CH3:10])[CH2:11][CH2:12][CH3:13].[CH2:43]1[O:44][CH2:45][CH2:46][CH2:47]1.[OH:14][c:15]1[cH:16][cH:17][c:18]([CH2:21][C:22](=[O:23])[O:24][CH3:25])[cH:19][cH:20]1>>[O:14]([c:15]1[cH:16][cH:17][c:18]([CH2:21][C:22](=[O:23])[O:24][CH3:25])[cH:19][cH:20]1)[CH2:35][CH:34]=[C:33]([c:30]1[cH:29][cH:28][c:27]([Br:26])[cH:32][cH:31]1)[c:37]1[cH:38][cH:39][cH:40][cH:41][cH:42]1.